describe an organic reaction: reactants, conditions, products, and yield From a dataset of the Open Reaction Database (ORD), a public repository of structured organic reaction records. Starting materials: CN(CCN)C (N,N-Dimethylethylenediamine), BrC=1C=C(C=CC1)S(=O)(=O)Cl (3-bromobenzenesulfonyl chloride). The solvent is C(C)OCC (diethyl ether). Reaction conditions: time 30 minute. The product is Cl.BrC=1C=C(C=CC1)S(=O)(=O)NCCN(C)C (3-Bromo-N-(2-dimethylamino-ethyl)benzenesulfonamide hydrochloride). Isolated yield 62.8%. As a reaction SMILES: [CH3:1][N:2]([CH3:6])[CH2:3][CH2:4][NH2:5].[Br:7][C:8]1[CH:9]=[C:10]([S:14]([Cl:17])(=[O:16])=[O:15])[CH:11]=[CH:12][CH:13]=1>C(OCC)C>[ClH:17].[Br:7][C:8]1[CH:9]=[C:10]([S:14]([NH:5][CH2:4][CH2:3][N:2]([CH3:6])[CH3:1])(=[O:16])=[O:15])[CH:11]=[CH:12][CH:13]=1 |f:3.4|. Reported procedure: N,N-Dimethylethylenediamine (1.76 g) was added dropwise to a solution of 3-bromobenzenesulfonyl chloride (5.11 g) in diethyl ether (100 ml) at room temperature. The resulting suspension was stirred for 30 minutes and filtered to afford the sub-title compound as a solid (4.31 g).